Dataset: the Open Reaction Database (ORD), a public repository of structured organic reaction records. Task: describe an organic reaction: reactants, conditions, products, and yield The reactants are FC1=NC(=NC(=C1C(F)(F)F)OC)C (4-fluoro-6-methoxy-2-methyl-5-(trifluoromethyl)-pyrimidine), O.NN (hydrazine monohydrate). Run in C(C)O (ethanol). Product: N(N)C1=NC(=NC(=C1C(F)(F)F)OC)C (4-hydrazino-6-methoxy-2-methyl-5-(trifluoromethyl)pyrimidine). RXN SMILES: F[C:2]1[C:7]([C:8]([F:11])([F:10])[F:9])=[C:6]([O:12][CH3:13])[N:5]=[C:4]([CH3:14])[N:3]=1.O.[NH2:16][NH2:17]>C(O)C>[NH:16]([C:2]1[C:7]([C:8]([F:11])([F:10])[F:9])=[C:6]([O:12][CH3:13])[N:5]=[C:4]([CH3:14])[N:3]=1)[NH2:17] |f:1.2|. Procedure details: Next, a reaction flask was loaded with 4-fluoro-6-methoxy-2-methyl-5-(trifluoromethyl)-pyrimidine (22 g) and ethanol (40 ml), followed by dropwise addition of hydrazine monohydrate (10.5 g) to the flask in one hour with stirring. Then, after stirring for one hour, the reaction mixture was filtrated to give 4-hydrazino-6-methoxy-2-methyl-5-(trifluoromethyl)pyrimidine. By GC/MS analysis, a molecular ion peak of 222 was confirmed for this compound. Starting materials: ClC1=NC2=C(C=CC=C2C=C1)Cl (2,8-dichloro-quinoline), C(C)(C)(C)OC(=O)N1CCC(CC1)N (4-amino-piperidine-1-carboxylic acid tert-butyl ester), O([K])C(C)(C)C (KOtert-Bu), C1(=CC=CC=C1)P(C1=C(C2=CC=CC=C2C=C1)C1=C(C=CC2=CC=CC=C12)P(C1=CC=CC=C1)C1=CC=CC=C1)C1=CC=CC=C1 (rac-2,2′-bis(diphenylphosphino)-1,1′-binaphthalene). Reagents/catalysts: C=1C=CC(=CC1)/C=C/C(=O)/C=C/C2=CC=CC=C2.C=1C=CC(=CC1)/C=C/C(=O)/C=C/C2=CC=CC=C2.C=1C=CC(=CC1)/C=C/C(=O)/C=C/C2=CC=CC=C2.[Pd].[Pd] (tris(dibenzylideneacetone)-dipalladium(0)). The solvent is C1(=CC=CC=C1)C (toluene). Run at temperature 80 celsius, time 18 hour. The product is C(C)(C)(C)OC(=O)N1CCC(CC1)NC1=NC2=C(C=CC=C2C=C1)Cl (4-(8-Chloro-quinolin-2-ylamino)-piperidine-1-carboxylic acid tert-butyl ester). As a reaction SMILES: Cl[C:2]1[CH:11]=[CH:10][C:9]2[C:4](=[C:5]([Cl:12])[CH:6]=[CH:7][CH:8]=2)[N:3]=1.[C:13]([O:17][C:18]([N:20]1[CH2:25][CH2:24][CH:23]([NH2:26])[CH2:22][CH2:21]1)=[O:19])([CH3:16])([CH3:15])[CH3:14].O(C(C)(C)C)[K].C1(P(C2C=CC=CC=2)C2C=CC3C(=CC=CC=3)C=2C2C3C(=CC=CC=3)C=CC=2P(C2C=CC=CC=2)C2C=CC=CC=2)C=CC=CC=1>C1(C)C=CC=CC=1.C1C=CC(/C=C/C(/C=C/C2C=CC=CC=2)=O)=CC=1.C1C=CC(/C=C/C(/C=C/C2C=CC=CC=2)=O)=CC=1.C1C=CC(/C=C/C(/C=C/C2C=CC=CC=2)=O)=CC=1.[Pd].[Pd]>[C:13]([O:17][C:18]([N:20]1[CH2:25][CH2:24][CH:23]([NH:26][C:2]2[CH:11]=[CH:10][C:9]3[C:4](=[C:5]([Cl:12])[CH:6]=[CH:7][CH:8]=3)[N:3]=2)[CH2:22][CH2:21]1)=[O:19])([CH3:16])([CH3:14])[CH3:15] |f:5.6.7.8.9|. Reported procedure: To a degassed solution of 2,8-dichloro-quinoline (3.00 g, 15.15 mmol, 1.0 equiv; commercially available) and 4-amino-piperidine-1-carboxylic acid tert-butyl ester (3.64 g, 18.18 mmol, 1.2 equiv; commercially available) in toluene (35 mL) was added KOtert-Bu (2.38 g, 21.21 mmol, 1.4 equiv), rac-2,2′-bis(diphenylphosphino)-1,1′-binaphthalene (0.38 g, 0.61 mmol, 0.04 equiv) and tris(dibenzylideneacetone)-dipalladium(0) (0.31 g, 0.30 mmol, 0.02 equiv). The reaction mixture was stirred at 80° C. for ... Starting materials: C1=C(C=CC2=CC=CC=C12)CC1NCCC2=CC(=C(C=C12)OC)OC (1-(Naphthalen-2-yl-methyl)-6,7-dimethoxy-1,2,3,4-tetrahydroisoquinoline), BrCC(=O)Br (2-bromoacetyl bromide), C(C1=CC=CC=C1)NC (N-benzyl-N-methyl-amine). Product: C1=C(C=CC2=CC=CC=C12)CC1N(CCC2=CC(=C(C=C12)OC)OC)CC(=O)N(C)CC1=CC=CC=C1 (2-[1-(Naphthalen-2-yl-methyl)-6,7-dimethoxy-3,4-dihydro-1H-isoquinolin-2-yl]-N-benzyl-N-methyl-acetamide). As a reaction SMILES: [CH:1]1[C:10]2[C:5](=[CH:6][CH:7]=[CH:8][CH:9]=2)[CH:4]=[CH:3][C:2]=1[CH2:11][CH:12]1[C:21]2[C:16](=[CH:17][C:18]([O:24][CH3:25])=[C:19]([O:22][CH3:23])[CH:20]=2)[CH2:15][CH2:14][NH:13]1.Br[CH2:27][C:28](Br)=[O:29].[CH2:31]([NH:38][CH3:39])[C:32]1[CH:37]=[CH:36][CH:35]=[CH:34][CH:33]=1>>[CH:1]1[C:10]2[C:5](=[CH:6][CH:7]=[CH:8][CH:9]=2)[CH:4]=[CH:3][C:2]=1[CH2:11][CH:12]1[C:21]2[C:16](=[CH:17][C:18]([O:24][CH3:25])=[C:19]([O:22][CH3:23])[CH:20]=2)[CH2:15][CH2:14][N:13]1[CH2:27][C:28]([N:38]([CH2:31][C:32]1[CH:37]=[CH:36][CH:35]=[CH:34][CH:33]=1)[CH3:39])=[O:29]. Procedure: prepared by reaction of 1-(Naphthalen-2-yl-methyl)-6,7-dimethoxy-1,2,3,4-tetrahydroisoquinoline and 2-bromoacetyl bromide with N-benzyl-N-methyl-amine The reactants are C(C=C)N1N(C2=NC(=NC=C2C1=O)SC)C1=NC(=CC=C1)CC(C)(C)O (2-allyl-1-[6-(2-hydroxy-2-methylpropyl)pyridin-2-yl]-6-(methylthio)-1,2-dihydro-3H-pyrazolo[3,4-d]pyrimidin-3-one), NC1=CC=C(C=C1)N1CCN(CC1)CC(=O)N(C)C (2-[4-(4-aminophenyl)piperazin-1-yl]-N,N-dimethylacetamide). The product is OC(CC1=CC=CC(=N1)N1N(C(C=2C1=NC(=NC2)NC2=CC=C(C=C2)N2CCN(CC2)CC(=O)N(C)C)=O)CC#C)(C)C (2-{4-[4-({1-[6-(2-hydroxy-2-methylpropyl)pyridin-2-yl]-3-oxo-2-(2-propynyl)-1,2-dihydro-3H-pyrazolo[3,4-d]pyrimidin-6-yl}amino)phenyl]piperazin-1-yl}-N,N-dimethylacetamide). Reaction SMILES: [CH2:1]([N:4]1[C:12](=[O:13])[C:11]2[C:6](=[N:7][C:8](SC)=[N:9][CH:10]=2)[N:5]1[C:16]1[CH:21]=[CH:20][CH:19]=[C:18]([CH2:22][C:23]([OH:26])([CH3:25])[CH3:24])[N:17]=1)[CH:2]=[CH2:3].[NH2:27][C:28]1[CH:33]=[CH:32][C:31]([N:34]2[CH2:39][CH2:38][N:37]([CH2:40][C:41]([N:43]([CH3:45])[CH3:44])=[O:42])[CH2:36][CH2:35]2)=[CH:30][CH:29]=1>>[OH:26][C:23]([CH3:25])([CH3:24])[CH2:22][C:18]1[N:17]=[C:16]([N:5]2[C:6]3=[N:7][C:8]([NH:27][C:28]4[CH:33]=[CH:32][C:31]([N:34]5[CH2:39][CH2:38][N:37]([CH2:40][C:41]([N:43]([CH3:45])[CH3:44])=[O:42])[CH2:36][CH2:35]5)=[CH:30][CH:29]=4)=[N:9][CH:10]=[C:11]3[C:12](=[O:13])[N:4]2[CH2:1][C:2]#[CH:3])[CH:21]=[CH:20][CH:19]=1. Reported procedure: 27 mg of the entitled compound was obtained as a yellow solid in the same manner as in Example 113-1 to 113-2, for which, however, 2-allyl-1-[6-(2-hydroxy-2-methylpropyl)pyridin-2-yl]-6-(methylthio)-1,2-dihydro-3H-pyrazolo[3,4-d]pyrimidin-3-one obtained in Example 81-2 was used in place of 2-allyl-1-[6-(1-hydroxy-1-methylethyl)-2-pyridinyl]-6-(methylthio)-1,2-dihydro-3H-pyrazolo[3,4-d]pyrimidin-3-one used in Example 113-1, and 2-[4-(4-aminophenyl)piperazin-1-yl]-N,N-dimethylacetamide was used in... Reactants: C(C)(C)(C)OC(=O)N1CC(C(CC1)C1=CC=C(C(=O)O)C=C1)OCC1=CC2=CC=CC=C2C=C1 ((3 RS,4RS)-4-(1 -tert-butoxycarbonyl-3-naphthalen-2-ylmethoxy-piperidin-4-yl)-benzoic acid), C(C1=CC=CC=C1)N (benzylamine). The product is C(C1=CC=CC=C1)NC(=O)C1=CC=C(C=C1)C1C(CN(CC1)C(=O)OC(C)(C)C)OCC1=CC2=CC=CC=C2C=C1 (tert-butyl (3RS,4RS)-4-(4-benzylcarbamoyl-phenyl)-3-(naphthalen-2-ylmethoxy)-piperidine-1-carboxylate). As a reaction SMILES: [C:1]([O:5][C:6]([N:8]1[CH2:13][CH2:12][CH:11]([C:14]2[CH:22]=[CH:21][C:17]([C:18]([OH:20])=O)=[CH:16][CH:15]=2)[CH:10]([O:23][CH2:24][C:25]2[CH:34]=[CH:33][C:32]3[C:27](=[CH:28][CH:29]=[CH:30][CH:31]=3)[CH:26]=2)[CH2:9]1)=[O:7])([CH3:4])([CH3:3])[CH3:2].[CH2:35]([NH2:42])[C:36]1[CH:41]=[CH:40][CH:39]=[CH:38][CH:37]=1>>[CH2:35]([NH:42][C:18]([C:17]1[CH:21]=[CH:22][C:14]([CH:11]2[CH2:12][CH2:13][N:8]([C:6]([O:5][C:1]([CH3:4])([CH3:3])[CH3:2])=[O:7])[CH2:9][CH:10]2[O:23][CH2:24][C:25]2[CH:34]=[CH:33][C:32]3[C:27](=[CH:28][CH:29]=[CH:30][CH:31]=3)[CH:26]=2)=[CH:15][CH:16]=1)=[O:20])[C:36]1[CH:41]=[CH:40][CH:39]=[CH:38][CH:37]=1. Procedure details: In an analogous manner to that described in Example 36(b), by condensing (3 RS,4RS)-4-(1 -tert-butoxycarbonyl-3-naphthalen-2-ylmethoxy-piperidin-4-yl)-benzoic acid with benzylamine there was obtained tert-butyl (3RS,4RS)-4-(4-benzylcarbamoyl-phenyl)-3-(naphthalen-2-ylmethoxy)-piperidine-1-carboxylate as a colourless foam; MS: 551 (M+H)+.